This data is from the Open Reaction Database (ORD), a public repository of structured organic reaction records. The task is: describe an organic reaction: reactants, conditions, products, and yield The reactants are ClC1=NC=C(C=N1)C(C)(C)O (2-(2-chloropyrimidin-5-yl)propan-2-ol), OC(C[C@@]1(CCN(C(O1)=O)[C@@H](C)C1=CC=C(C=C1)B1OC(C(O1)(C)C)(C)C)C1=CC=CC=C1)(C)C ((S)-6-(2-hydroxy-2-methylpropyl)-6-phenyl-3-((S)-1-(4-(4,4,5,5-tetramethyl-1,3,2-dioxaborolan-2-yl)phenyl)ethyl)-1,3-oxazinan-2-one), C(=O)(O)[O-].[Na+] (NaHCO3). Reagents/catalysts: C=1C=CC(=CC1)[P](C=2C=CC=CC2)(C=3C=CC=CC3)[Pd]([P](C=4C=CC=CC4)(C=5C=CC=CC5)C=6C=CC=CC6)([P](C=7C=CC=CC7)(C=8C=CC=CC8)C=9C=CC=CC9)[P](C=1C=CC=CC1)(C=1C=CC=CC1)C=1C=CC=CC1 (Pd(PPh3)4). Run in COCCOC (DME), CCO (EtOH). Conditions: time 1 hour. Product: OC(C[C@@]1(CCN(C(O1)=O)[C@@H](C)C1=CC=C(C=C1)C1=NC=C(C=N1)C(C)(C)O)C1=CC=CC=C1)(C)C ((S)-6-(2-hydroxy-2-methylpropyl)-3-((S)-1-(4-(5-(2-hydroxypropan-2-yl)pyrimidin-2-yl)phenyl)ethyl)-6-phenyl-1,3-oxazinan-2-one). Isolated yield 34.3%. RXN SMILES: Cl[C:2]1[N:7]=[CH:6][C:5]([C:8]([OH:11])([CH3:10])[CH3:9])=[CH:4][N:3]=1.[OH:12][C:13]([CH3:46])([CH3:45])[CH2:14][C@@:15]1([C:39]2[CH:44]=[CH:43][CH:42]=[CH:41][CH:40]=2)[O:20][C:19](=[O:21])[N:18]([C@H:22]([C:24]2[CH:29]=[CH:28][C:27](B3OC(C)(C)C(C)(C)O3)=[CH:26][CH:25]=2)[CH3:23])[CH2:17][CH2:16]1.C([O-])(O)=O.[Na+]>COCCOC.CCO.C1C=CC([P]([Pd]([P](C2C=CC=CC=2)(C2C=CC=CC=2)C2C=CC=CC=2)([P](C2C=CC=CC=2)(C2C=CC=CC=2)C2C=CC=CC=2)[P](C2C=CC=CC=2)(C2C=CC=CC=2)C2C=CC=CC=2)(C2C=CC=CC=2)C2C=CC=CC=2)=CC=1>[OH:12][C:13]([CH3:45])([CH3:46])[CH2:14][C@@:15]1([C:39]2[CH:44]=[CH:43][CH:42]=[CH:41][CH:40]=2)[O:20][C:19](=[O:21])[N:18]([C@H:22]([C:24]2[CH:25]=[CH:26][C:27]([C:2]3[N:7]=[CH:6][C:5]([C:8]([OH:11])([CH3:10])[CH3:9])=[CH:4][N:3]=3)=[CH:28][CH:29]=2)[CH3:23])[CH2:17][CH2:16]1 |f:2.3,^1:64,66,85,104|. Reported procedure: To a solution of 2-(2-chloropyrimidin-5-yl)propan-2-ol (30 mg, 0.17 mmol) in DME (6 mL) was added Pd(PPh3)4 (10 mg, 0.01 mmol) under nitrogen. The mixture was stirred at room temperature for 1 hour. (S)-6-(2-hydroxy-2-methylpropyl)-6-phenyl-3-((S)-1-(4-(4,4,5,5-tetramethyl-1,3,2-dioxaborolan-2-yl)phenyl)ethyl)-1,3-oxazinan-2-one (60 mg, 0.125 mmol) in EtOH (2 mL) was added, followed by addition of satd aq NaHCO3 (2 mL). The mixture was stirred at 100° C. for 2 h. The reaction was quenched with w... The reactants are C(C(CO)(CO)N)O (TRIZMA BASE), C(CN(CC(=O)O)CC(=O)O)N(CC(=O)O)CC(=O)O (EDTA), Cl (HCl). Solvent: O (water), O (water). Yields the product C(C(CO)(CO)N)O.Cl (Tris-HCl), C(CN(CC(=O)O)CC(=O)O)N(CC(=O)O)CC(=O)O (EDTA). Reaction SMILES: [CH2:1]([OH:8])[C:2]([NH2:7])([CH2:5][OH:6])[CH2:3][OH:4].[CH2:9]([N:20]([CH2:25][C:26]([OH:28])=[O:27])[CH2:21][C:22]([OH:24])=[O:23])[CH2:10][N:11]([CH2:16][C:17]([OH:19])=[O:18])[CH2:12][C:13]([OH:15])=[O:14].[ClH:29]>O>[CH2:1]([OH:8])[C:2]([NH2:7])([CH2:5][OH:6])[CH2:3][OH:4].[ClH:29].[CH2:10]([N:11]([CH2:16][C:17]([OH:19])=[O:18])[CH2:12][C:13]([OH:15])=[O:14])[CH2:9][N:20]([CH2:25][C:26]([OH:28])=[O:27])[CH2:21][C:22]([OH:24])=[O:23] |f:4.5|. Procedure: One Liter of 50 mM Tris-HCl, 2 mM EDTA, pH 8.0 was prepared as follows: 6 grams of TRIZMA BASE and 744 milligrams of EDTA were dissolved in MilliQ water (Millipore Corp.), the pH was adjusted to 8.0 with HCl (J. T. Baker), and the final volume of the solution was adjusted to 1 liter with MilliQ water. The reactants are CN(CCO)C (2-dimethylamino-ethanol), O (water), C([O-])([O-])=O.[K+].[K+] (potassium carbonate), Cl.[N+](=O)([O-])C1=CC=C(C=C1)OC(NC1=CC(=CC=C1)C1CN(CC2=C(C=C(C=C12)Cl)Cl)C)=O ([3-(6,8-Dichloro-2-methyl-1,2,3,4-tetrahydro-isoquinolin-4-yl)-phenyl]-carbamic Acid 4-nitro-phenyl Ester—Hydrochloride Salt), Cl.[N+](=O)([O-])C1=CC=C(C=C1)OC(NC1=CC(=CC=C1)C1CN(CC2=C(C=C(C=C12)Cl)Cl)C)=O ([3-(6,8-Dichloro-2-methyl-1,2,3,4-tetrahydro-isoquinolin-4-yl)-phenyl]-carbamic Acid 4-nitro-phenyl Ester—Hydrochloride Salt). As a reaction SMILES: Cl.[N+](C1C=C[C:8]([O:11][C:12](=[O:33])[NH:13][C:14]2[CH:19]=[CH:18][CH:17]=[C:16]([CH:20]3[C:29]4[C:24](=[C:25]([Cl:31])[CH:26]=[C:27]([Cl:30])[CH:28]=4)[CH2:23][N:22]([CH3:32])[CH2:21]3)[CH:15]=2)=[CH:7]C=1)([O-])=O.[CH3:34][N:35](C)[CH2:36]CO.O.C(=O)([O-])[O-].[K+].[K+]>ClCCl>[ClH:30].[CH3:34][N:35]([CH3:36])[CH2:7][CH2:8][O:11][C:12](=[O:33])[NH:13][C:14]1[CH:19]=[CH:18][CH:17]=[C:16]([CH:20]2[C:29]3[C:24](=[C:25]([Cl:31])[CH:26]=[C:27]([Cl:30])[CH:28]=3)[CH2:23][N:22]([CH3:32])[CH2:21]2)[CH:15]=1 |f:0.1,4.5.6,8.9|. The product is Cl.CN(CCOC(NC1=CC(=CC=C1)C1CN(CC2=C(C=C(C=C12)Cl)Cl)C)=O)C ([3-(6,8-Dichloro-2-methyl-1,2,3,4-tetrahydro-isoquinolin-4-yl)-phenyl]-carbamic Acid 2-dimethylamino-ethyl Ester—Hydrochloride Salt). Procedure details: Under stirring and argon atmosphere [3(6,8-dichloro-2-methyl-1,2,3,4-tetrahydro-isoquinolin-4-yl)-phenyl]-carbamic acid 4-nitro-phenyl ester—hydrochloride salt (15 mg, example 151, intermediate 1) was suspended in dichloromethane (1.5 ml) and 2-dimethylamino-ethanol (3 mg) dissolved in dichloromethane (0.5 ml) was added. After stirring for 6 h and standing over night dichloromethane, water and saturated potassium carbonate solution were added. The organic layer was separated, washed three times ... The yield is 73.9%. Solvent: ClCCl (dichloromethane), ClCCl (dichloromethane), ClCCl (dichloromethane).